Dataset: the Open Reaction Database (ORD), a public repository of structured organic reaction records. Task: describe an organic reaction: reactants, conditions, products, and yield Reaction conditions: time 1 hour. Procedure: The product from Example 306C in anhydrous pyridine (1.5 mL) was cooled at 0° C. and treated with methane sulfonyl chloride (0.042 mL, 0.54 mmoles) at 0° C. for 1 hour, then room temperature for 1 hour. The reaction mixture concentrated in vacuo, residue dissolved in dichloromethane, filtered and filtrate concentrated in vacuo to provide the title compound. Starting materials: NC=1C(=C(C=CC1)N(CC1=C(C=CC=C1)F)CC1=CC=C(OC=2C=CC(=C(OCC(=O)OCC)C2)Cl)C=C1)C (ethyl (5-(4-(((3-amino-2-methylphenyl)(2-fluorobenzyl)amino)methyl)phenoxy)-2-chlorophenoxy)acetate), CS(=O)(=O)Cl (methane sulfonyl chloride). Reaction SMILES: [NH2:1][C:2]1[C:3]([CH3:39])=[C:4]([N:8]([CH2:17][C:18]2[CH:38]=[CH:37][C:21]([O:22][C:23]3[CH:24]=[CH:25][C:26]([Cl:36])=[C:27]([CH:35]=3)[O:28][CH2:29][C:30]([O:32][CH2:33][CH3:34])=[O:31])=[CH:20][CH:19]=2)[CH2:9][C:10]2[CH:15]=[CH:14][CH:13]=[CH:12][C:11]=2[F:16])[CH:5]=[CH:6][CH:7]=1.[CH3:40][S:41](Cl)(=[O:43])=[O:42]>N1C=CC=CC=1>[CH3:2][CH3:7].[Cl:36][C:26]1[CH:25]=[CH:24][C:23]([O:22][C:21]2[CH:37]=[CH:38][C:18]([CH2:17][N:8]([CH2:9][C:10]3[CH:15]=[CH:14][CH:13]=[CH:12][C:11]=3[F:16])[C:4]3[CH:5]=[CH:6][CH:7]=[C:2]([NH:1][S:41]([CH3:40])(=[O:43])=[O:42])[C:3]=3[CH3:39])=[CH:19][CH:20]=2)=[CH:35][C:27]=1[O:28][CH2:29][C:30]([O:32][CH2:33][CH3:34])=[O:31] |f:3.4|. The product is CC.ClC1=C(OCC(=O)OCC)C=C(C=C1)OC1=CC=C(C=C1)CN(C1=C(C(=CC=C1)NS(=O)(=O)C)C)CC1=C(C=CC=C1)F (ethyl (2-chloro-5-(4-(((2-fluorobenzyl)(2-methyl-3-((methylsulfonyl)amino)phenyl)amino)methyl)phenoxy)phenoxy)acetate compound with ethane). The solvent is N1=CC=CC=C1 (pyridine).